Dataset: the Open Reaction Database (ORD), a public repository of structured organic reaction records. Task: describe an organic reaction: reactants, conditions, products, and yield Starting materials: NC1=C(OCCO)C=CC(=C1)N (2-(2,4-diaminophenoxy)ethanol), C(C1=CC=CC=C1)=O (benzaldehyde), solution, B.O1CCCC1 (borane tetrahydrofuran). Solvent: CO (methanol), O1CCCC1 (tetrahydrofuran). Reaction conditions: time 7 hour. Yields the product NC1=C(OCCO)C=CC(=C1)NCC1=CC=CC=C1 (2-[2-amino-4-(benzylamino)phenoxy]ethanol). Reaction SMILES: [NH2:1][C:2]1[CH:11]=[C:10]([NH2:12])[CH:9]=[CH:8][C:3]=1[O:4][CH2:5][CH2:6][OH:7].[CH:13](=O)[C:14]1[CH:19]=[CH:18][CH:17]=[CH:16][CH:15]=1.B.O1CCCC1>CO.O1CCCC1>[NH2:1][C:2]1[CH:11]=[C:10]([NH:12][CH2:13][C:14]2[CH:19]=[CH:18][CH:17]=[CH:16][CH:15]=2)[CH:9]=[CH:8][C:3]=1[O:4][CH2:5][CH2:6][OH:7] |f:2.3|. Procedure: 2.66 g (10 mmol) of 2-(2,4-diaminophenoxy)ethanol and 1.06 g (10 mmol) of benzaldehyde were dissolved in methanol (dried over molecular sieve). After addition of 10 mg of molecular sieve, the reaction mixture was allowed to agitate 7 hours. Then, 20 mL of a solution of borane-tetrahydrofuran com-plex (1 M in tetrahydrofuran) was added at 0° C., and the reaction mixture was allowed to agitate one hour at room temperature. At the end of the reaction, the reaction mixture was filtered and hydrolyze...